This data is from the Open Reaction Database (ORD), a public repository of structured organic reaction records. The task is: describe an organic reaction: reactants, conditions, products, and yield Starting materials: IC=1C=C(C(=O)OC)C=CC1OC (methyl 3-iodo-4-methoxybenzoate), FC(C(=O)[O-])(F)F.[K+] (potassium trifluoroacetate), [I-] (iodide), C(=O)(O)[O-].[Na+] (NaHCO3). The reagents and catalysts are [Cu] (copper). Solvent: CN(C)C=O (DMF). Product: FC(C=1C=C(C(=O)OC)C=CC1OC)(F)F (methyl 3-trifluoromethyl-4-methoxybenzoate). The yield is 77.1%. RXN SMILES: I[C:2]1[CH:3]=[C:4]([CH:9]=[CH:10][C:11]=1[O:12][CH3:13])[C:5]([O:7][CH3:8])=[O:6].[F:14][C:15]([F:20])([F:19])C([O-])=O.[K+].[I-].C([O-])(O)=O.[Na+]>CN(C=O)C.[Cu]>[F:14][C:15]([F:20])([F:19])[C:2]1[CH:3]=[C:4]([CH:9]=[CH:10][C:11]=1[O:12][CH3:13])[C:5]([O:7][CH3:8])=[O:6] |f:1.2,4.5|. Procedure details: 9.7 g of methyl 3-iodo-4-methoxybenzoate, 9.4 g of potassium trifluoroacetate and 12.9 g of copper(l) iodide were heated at 160° C. for 5 h in 250 ml of DMF. The mixture was poured onto 500 ml of NaHCO3 solution, the precipitate which was deposited was filtered off and both the precipitate and the aqueous phase were extracted with ethyl acetate. The combined organic phases were concentrated, and the residue was purified by flash chromatography using hexane/ethyl acetate 3:1. 6 g of methyl 3-trif... Reactants: FC(C(=O)O)(F)F.C(#N)CC=1NC=CN1 (2-cyanomethylimidazole trifluoroacetate), C(Cl)(Cl)Cl (chloroform). Solvent: C(C)O (ethanol). Run at time 7 day. The product is Cl.Cl.N1C(=NC=C1)CC(OCC)=N (ethyl 2-(imidazol-2-yl)-acetimidate dihydrochloride). Reaction SMILES: F[C:2](F)(F)[C:3]([OH:5])=O.[C:8]([CH2:10][C:11]1[NH:12][CH:13]=[CH:14][N:15]=1)#[N:9].C(Cl)(Cl)[Cl:17]>C(O)C>[ClH:17].[ClH:17].[NH:12]1[CH:13]=[CH:14][N:15]=[C:11]1[CH2:10][C:8](=[NH:9])[O:5][CH2:3][CH3:2] |f:0.1,4.5.6|. Reported procedure: Into the suspension of 2-cyanomethylimidazole trifluoroacetate (7 g) in a mixture of chloroform (25 ml) and ethanol (2.42 ml) was absorbed hydrogen chloride gas (2.54 g) at 0° C. The resulting mixture was allowed to stand at 0° C. for 7 days. The residue was triturated with diisopropyl ether to give ethyl 2-(imidazol-2-yl)-acetimidate dihydrochloride (6.28 g). The reactants are O1C(CCCC1)OCCCCCCCCBr (1-tetrahydropyranyloxy-8-bromooctane), solution, C(C)[Mg]Br (ethylmagnesium bromide), N1=CC(=CC=C1)C=1NC2=CC=CC=C2C1 (2-(3-pyridyl)indole), ice water. Solvent: O1CCCC1 (tetrahydrofuran), O1CCCC1 (tetrahydrofuran), O1CCCC1 (tetrahydrofuran). Run at time 0.5 hour. The product is OCCCCCCCCC1=C(NC2=CC=CC=C12)C=1C=NC=CC1 (3-(8-hydroxyoctyl)-2-(3-pyridyl)-indole). As a reaction SMILES: C([Mg]Br)C.[N:5]1[CH:10]=[CH:9][CH:8]=[C:7]([C:11]2[NH:12][C:13]3[C:18]([CH:19]=2)=[CH:17][CH:16]=[CH:15][CH:14]=3)[CH:6]=1.O1CCCCC1[O:26][CH2:27][CH2:28][CH2:29][CH2:30][CH2:31][CH2:32][CH2:33][CH2:34]Br>O1CCCC1>[OH:26][CH2:27][CH2:28][CH2:29][CH2:30][CH2:31][CH2:32][CH2:33][CH2:34][C:19]1[C:18]2[C:13](=[CH:14][CH:15]=[CH:16][CH:17]=2)[NH:12][C:11]=1[C:7]1[CH:6]=[N:5][CH:10]=[CH:9][CH:8]=1. Reported procedure: To 30 ml of a 2M solution of ethylmagnesium bromide in tetrahydrofuran under nitrogen at 0°-5° is added dropwise over 30 minutes a solution of 10.0 g of 2-(3-pyridyl)indole in 60 ml of tetrahydrofuran. The mixture is stirred for 0.5 hour at 0°-5° followed by the dropwise addition of 17.6 g of 1-tetrahydropyranyloxy-8-bromooctane in 50 ml of tetrahydrofuran. After stirring at 0°-10° for 1 hour and at room temperature for 0.5 hour, the reaction mixture is poured into ice-water and extracted with e... Reactants: IV, C(O)[P+](CO)(CO)CO.[Cl-] (THPC), CNC(=O)NC (1,3-dimethylurea). Run in C1(=CC=CC=C1)C (toluene). The product is [Cl-].CN(C(=O)NC)C[P+]1(CN(C(N(C1)C)=O)C)CN(C(=O)NC)C (5,5-bis(1,3-dimethylureidomethyl)-1,3-dimethyl-2-oxo-1,3-diaza-5-phosphoniacyclohexane chloride). The yield is 67.5%. As a reaction SMILES: [CH2:1]([P+:3]([CH2:8]O)([CH2:6]O)[CH2:4]O)O.[Cl-:10].[CH3:11][NH:12][C:13]([NH:15][CH3:16])=[O:14]>C1(C)C=CC=CC=1>[Cl-:10].[CH3:11][N:12]([CH2:8][P+:3]1([CH2:1][N:12]([CH3:11])[C:13]([NH:15][CH3:16])=[O:14])[CH2:4][N:15]([CH3:16])[C:13](=[O:14])[N:12]([CH3:11])[CH2:6]1)[C:13]([NH:15][CH3:16])=[O:14] |f:0.1,4.5|. Procedure details: Reaction of THPC (19.06 g, 0.1 mol) with 1,3-dimethylurea (26.44 g, 0.3 mol) in toluene (75 ml), following Example 19, gave 25.85 g (67.5%) of 5,5-bis(1,3-dimethylureidomethyl)-1,3-dimethyl-2-oxo-1,3-diaza-5-phosphoniacyclohexane chloride (IV, R=R'=CH3, X=Cl) as a white, crystalline solid, mp 191°-192.5° C. dec. The remainder (11.89 g) was a viscous yellow oil. Two recrystallizations from 2-propanol (5 ml/g), followed by thorough drying in a vacuum at 100° C., gave pure product, mp 196°-197° C. ... Reactants: CC(OCC)=O (EA), O (water), [NH4+].[OH-] (NH4OH), COC=1C=C2C(=CC=NC2=CC1)C1OC1 (6-methoxy-4-oxiranyl-quinoline), C(=O)([O-])[O-].[K+].[K+] (K2CO3), LiClO4. Solvent: CC(OCC)=O.CO (EA MeOH), CN(C)C=O (DMF). Conditions: temperature 90 celsius. Yields the product O1CCOC2=C1C=CC(=C2)N2C(OC1(C2)CCN(CC1)CC(C1=CC=NC2=CC=C(C=C12)OC)O)=O (3-(2,3-dihydro-benzo[1,4]dioxin-6-yl)-8-[(2RS)-2-hydroxy-2-(6-methoxy-quinolin-4-yl)-ethyl]-1-oxa-3,8-diaza-spiro[4.5]decan-2-one). Yield: 32.0%. As a reaction SMILES: [CH3:1][O:2][C:3]1[CH:4]=[C:5]2[C:10](=[CH:11][CH:12]=1)[N:9]=[CH:8][CH:7]=[C:6]2[CH:13]1[CH2:15][O:14]1.[C:16]([O-:19])([O-])=[O:17].[K+].[K+].[OH2:22].[NH4+:23].[OH-].[CH3:25][C:26](=O)[O:27][CH2:28][CH3:29]>CN(C=O)C.CC(=O)OCC.CO>[O:27]1[C:26]2[CH:25]=[CH:4][C:3]([N:23]3[CH2:13][C:6]4([CH2:7][CH2:8][N:9]([CH2:15][CH:13]([OH:14])[C:6]5[C:5]6[C:10](=[CH:11][CH:12]=[C:3]([O:2][CH3:1])[CH:4]=6)[N:9]=[CH:8][CH:7]=5)[CH2:10][CH2:5]4)[O:19][C:16]3=[O:17])=[CH:12][C:11]=2[O:22][CH2:29][CH2:28]1 |f:1.2.3,5.6,9.10|. Reported procedure: A mixture of intermediate 4.iii (0.12 g, 0.4 mmol), 6-methoxy-4-oxiranyl-quinoline (0.083 g, 0.4 mmol, prepared according to WO 00/78748), K2CO3 (0.08 g, 0.58 mmol) and LiClO4 (0.048 g, 0.46 mmol) in DMF (4 ml) was heated at 90° C. overnight. The mixture was poured into water and diluted with EA. The yield after work up and chromatography (EA:MeOH 9:1 containing 1% NH4OH) was 0.065 g (32% yield; beige foam). Starting materials: ClC1=C(C=C2C(=CNC2=C1)C=O)C1=NC=C(N=C1)C1=CC=CC=C1 (6-chloro-5-(5-phenylpyrazin-2-yl)-1H-indole-3-carbaldehyde), CC(C)=CC (2-methyl-2-butene), Cl(=O)[O-].[Na+] (sodium chlorite), P(=O)(O)(O)[O-].[Na+] (sodium dihydrogen phosphate), S(=O)([O-])[O-].[Na+].[Na+] (Sodium sulfite). The solvent is O (water), C(C)(=O)OCC (Ethyl acetate), C(C)(C)(C)O (t-butanol), C1CCOC1 (THF). Reaction conditions: temperature 30 celsius, time 15 minute. Yields the product Cl(=O)[O-].[Na+].P(=O)(O)(O)[O-].[Na+] (sodium chlorite sodium dihydrogen phosphate), ClC1=C(C=C2C(=CNC2=C1)C(=O)O)C1=NC=C(N=C1)C1=CC=CC=C1 (6-chloro-5-(5-phenylpyrazin-2-yl)-1H-indole-3-carboxylic acid). As a reaction SMILES: [Cl:1]([O-:3])=[O:2].[Na+:4].[P:5]([O-:9])([OH:8])([OH:7])=[O:6].[Na+].[Cl:11][C:12]1[CH:20]=[C:19]2[C:15]([C:16]([CH:21]=[O:22])=[CH:17][NH:18]2)=[CH:14][C:13]=1[C:23]1[CH:28]=[N:27][C:26]([C:29]2[CH:34]=[CH:33][CH:32]=[CH:31][CH:30]=2)=[CH:25][N:24]=1.CC(=CC)C.S([O-])([O-])=[O:41].[Na+].[Na+]>O.C(OCC)(=O)C.C(O)(C)(C)C.C1COCC1>[Cl:1]([O-:3])=[O:2].[Na+:4].[P:5]([O-:9])([OH:8])([OH:7])=[O:6].[Na+:4].[Cl:11][C:12]1[CH:20]=[C:19]2[C:15]([C:16]([C:21]([OH:41])=[O:22])=[CH:17][NH:18]2)=[CH:14][C:13]=1[C:23]1[CH:28]=[N:27][C:26]([C:29]2[CH:30]=[CH:31][CH:32]=[CH:33][CH:34]=2)=[CH:25][N:24]=1 |f:0.1,2.3,6.7.8,13.14.15.16|. Procedure details: A solution of 2.5M/2.65M of sodium chlorite/sodium dihydrogen phosphate in water was prepared and 1.0 mL (2.5 mmol sodium chlorite and 2.6 mmol sodium dihydrogen phosphate) was added to a vial containing 6-chloro-5-(5-phenylpyrazin-2-yl)-1H-indole-3-carbaldehyde, 1.0 mL THF, 0.5 mL t-butanol, 0.5 mL 2-methyl-2-butene, and sealed then heated to 30° C. for 3 hours. Sodium sulfite (315 mg, 2.50 mmol) was then added and the mixture stirred for 15 min. Ethyl acetate was then added to extract (3×1 mL)... The reactants are OCCOCN1C(=S)NC(=O)C(C)=C1C1=CC=CC=C1 (1-[(2-hydroxyethoxy)methyl]-6-phenylthiothymine), C(C1=CC=CC=C1)Br (benzyl bromide), C(C)N(C(C)C)C(C)C (ethyldiisopropylamine). Solvent: CN(C=O)C (dimethylformamide). Product: OCCOCN1C(=S)N(C(=O)C(C)=C1C1=CC=CC=C1)CC1=CC=CC=C1 (1-[(2-hydroxyethoxy)methyl]-3-benzyl-6-phenylthiothymine). The yield is 31.4%. As a reaction SMILES: [OH:1][CH2:2][CH2:3][O:4][CH2:5][N:6]1[C:14]([C:15]2[CH:20]=[CH:19][CH:18]=[CH:17][CH:16]=2)=[C:12]([CH3:13])[C:10](=[O:11])[NH:9][C:7]1=[S:8].[CH2:21](Br)[C:22]1[CH:27]=[CH:26][CH:25]=[CH:24][CH:23]=1.C(N(C(C)C)C(C)C)C>CN(C)C=O>[OH:1][CH2:2][CH2:3][O:4][CH2:5][N:6]1[C:14]([C:15]2[CH:20]=[CH:19][CH:18]=[CH:17][CH:16]=2)=[C:12]([CH3:13])[C:10](=[O:11])[N:9]([CH2:21][C:22]2[CH:27]=[CH:26][CH:25]=[CH:24][CH:23]=2)[C:7]1=[S:8]. Procedure: To 2 ml of dimethylformamide, 0.62 g (2.0 mmol) of 1-[(2-hydroxyethoxy)methyl]-6-phenylthiothymine, 0.26 ml (2.2 mmol) of benzyl bromide and 0.38 ml (2.2 mmol) of ethyldiisopropylamine were added and allowed to react for 5 days at room temperature under nitrogen atmosphere. The reaction mixture was concentrated under reduced pressure and the residue was adsorbed on a silica gel column and eluted with 1% methanol/chloroform to obtain 0.24 g of the target compound (Yield: 30%).